From a dataset of the Open Reaction Database (ORD), a public repository of structured organic reaction records. describe an organic reaction: reactants, conditions, products, and yield Reactants: Cl.COC([C@H](CSC1=CC=CC=C1)N)=O ((R)-2-amino-3-phenylsulfanyl-propionic acid methyl ester hydrochloride), O (water), [OH-].[Na+] (sodium hydroxide), [H-].[Al+3].[Li+].[H-].[H-].[H-] (lithium aluminum hydride). Run in O1CCCC1 (tetrahydrofuran). Run at time 8 hour. Yields the product N[C@H](CO)CSC1=CC=CC=C1 ((R)-2-Amino-3-phenylsulfanyl-propan-1-ol). RXN SMILES: Cl.C[O:3][C:4](=O)[C@@H:5]([NH2:14])[CH2:6][S:7][C:8]1[CH:13]=[CH:12][CH:11]=[CH:10][CH:9]=1.[H-].[Al+3].[Li+].[H-].[H-].[H-].O.[OH-].[Na+]>O1CCCC1>[NH2:14][C@@H:5]([CH2:6][S:7][C:8]1[CH:13]=[CH:12][CH:11]=[CH:10][CH:9]=1)[CH2:4][OH:3] |f:0.1,2.3.4.5.6.7,9.10|. Procedure details: To a stirred suspension of (R)-2-amino-3-phenylsulfanyl-propionic acid methyl ester hydrochloride (0.50 g, 2.0 mmol) in tetrahydrofuran (10 ml) under an argon atmosphere was added slowly lithium aluminum hydride (0.153 g, 4.0 mmol) and the mixture was stirred overnight at room temperature. For work-up water (1.5 ml) and 2N sodium hydroxide solution (0.5 ml) were added and the mixture was stirred for 30 min. After filtration the solvent was evaporated and the residue was purified by column chroma... The reactants are C1(=C(C=CC=C1)C(=O)N1CC2CNCC2C1)C1=CC=CC=C1 (Biphenyl-2-yl-(hexahydro-pyrrolo[3,4-c]pyrrol-2-yl)-methanone), ClC=1SC2=C(N1)C=CC(=C2)C (2-chloro-6-methyl-benzothiazole). Yields the product C1(=C(C=CC=C1)C(=O)N1CC2CN(CC2C1)C=1SC2=C(N1)C=CC(=C2)C)C2=CC=CC=C2 (Biphenyl-2-yl-[5-(6-methyl-benzothiazol-2-yl)-hexahydro-pyrrolo[3,4-c]pyrrol-2-yl]-methanone). Reaction SMILES: [C:1]1([C:17]2[CH:22]=[CH:21][CH:20]=[CH:19][CH:18]=2)[CH:6]=[CH:5][CH:4]=[CH:3][C:2]=1[C:7]([N:9]1[CH2:16][CH:15]2[CH:11]([CH2:12][NH:13][CH2:14]2)[CH2:10]1)=[O:8].Cl[C:24]1[S:25][C:26]2[CH:32]=[C:31]([CH3:33])[CH:30]=[CH:29][C:27]=2[N:28]=1>>[C:1]1([C:17]2[CH:22]=[CH:21][CH:20]=[CH:19][CH:18]=2)[CH:6]=[CH:5][CH:4]=[CH:3][C:2]=1[C:7]([N:9]1[CH2:10][CH:11]2[CH:15]([CH2:14][N:13]([C:24]3[S:25][C:26]4[CH:32]=[C:31]([CH3:33])[CH:30]=[CH:29][C:27]=4[N:28]=3)[CH2:12]2)[CH2:16]1)=[O:8]. Procedure: The title compound was prepared in a manner analogous to Example 15 utilizing Intermediate 17 and 2-chloro-6-methyl-benzothiazole. MS (ESI): mass calculated for C27H26N3OS, 439.57; m/z found 440.2 [M+H]+. Reactants: O=O (oxygen), C1(=CC=CC=C1)P(C1=CC=CC=C1)Cl (diphenylphosphinous chloride), calcium carbide, C (Charcoal). The solvent is C1(=CC=CC=C1)C (toluene). Run at temperature 160 celsius, time 22 hour. Product: C1=CC=C(C=C1)P(C2=CC=CC=C2)P(C3=CC=CC=C3)C4=CC=CC=C4 (tetraphenyldiphosphine), C1(=CC=CC=C1)P(C1=CC=CC=C1)Cl (diphenylphosphinous chloride). As a reaction SMILES: [C:1]1([P:7]([Cl:14])[C:8]2[CH:13]=[CH:12][CH:11]=[CH:10][CH:9]=2)[CH:6]=[CH:5][CH:4]=[CH:3][CH:2]=1.O=O.[CH4:17]>C1(C)C=CC=CC=1>[CH:4]1[CH:5]=[CH:6][C:1]([P:7]([P:7]([C:1]2[CH:6]=[CH:5][CH:4]=[CH:3][CH:2]=2)[C:17]2[CH:10]=[CH:9][CH:8]=[CH:13][CH:12]=2)[C:8]2[CH:13]=[CH:12][CH:11]=[CH:10][CH:9]=2)=[CH:2][CH:3]=1.[C:1]1([P:7]([Cl:14])[C:8]2[CH:13]=[CH:12][CH:11]=[CH:10][CH:9]=2)[CH:2]=[CH:3][CH:4]=[CH:5][CH:6]=1. Procedure: A mixture of diphenylphosphinous chloride, 7.0 grams, 0.03 moles, and calcium carbide, 2.0 grams, 0.038 moles is vigorously stirred for 22 hours under a nitrogen atmosphere and at a temperature of about 160° C., care being taken to avoid oxygen and moisture contamination. The hot mixture is cooled to room temperature and mixed with dry toluene, 60 ml, at 100° C. Charcoal is then added to the solution, which is filtered while hot. The toluene is removed by evaporation using a rotary evaporator, l... Reactants: C(Cl)Cl (CH2Cl2), [Cl-].FC=1C=C(C[Zn+])C=C(C1)F (3,5-difluorobenzyl zinc (II) chloride), solution, BrC=1C=C2C(=NC1)NN=C2N (5-bromo-1H-pyrazolo[3,4-b]pyridin-3-amine), O (water). The solvent is O1CCCC1 (tetrahydrofuran). Reaction conditions: temperature 90 celsius. Product: FC=1C=C(CC=2C=C3C(=NC2)NN=C3N)C=C(C1)F (5-(3,5-difluorobenzyl)-1H-pyrazolo[3,4-b]pyridine-3-amine). Isolated yield 93.0%. RXN SMILES: C(Cl)Cl.[Cl-].[F:5][C:6]1[CH:7]=[C:8]([CH:11]=[C:12]([F:14])[CH:13]=1)[CH2:9][Zn+].Br[C:16]1[CH:17]=[C:18]2[C:24]([NH2:25])=[N:23][NH:22][C:19]2=[N:20][CH:21]=1.O>O1CCCC1>[F:5][C:6]1[CH:7]=[C:8]([CH:11]=[C:12]([F:14])[CH:13]=1)[CH2:9][C:16]1[CH:17]=[C:18]2[C:24]([NH2:25])=[N:23][NH:22][C:19]2=[N:20][CH:21]=1 |f:1.2|. Procedure: CH2Cl2 and 28 ml (14.08 mmol) of 3,5-difluorobenzyl zinc (II) chloride are added to 1.5 g (7.04 mmol) of a solution of 5-bromo-1H-pyrazolo[3,4-b]pyridin-3-amine in 10 ml of tetrahydrofuran. The reaction medium is heated at 90° C. for 18 hours. After returning to room temperature, the reaction is hydrolyzed by slowly adding water at 0° C. After filtration of the precipitate formed, the solid is rinsed with tetrahydrofuran and the aqueous filtrate is extracted several times with ethyl acetate. The... Reactants: [BH4-].[Na+] (sodium borohydride), ClC=1N=C2SC(=NN2C1C=O)COC (6-chloro-2-(methoxymethyl)imidazo[2,1-b][1,3,4]thiadiazole-5-carbaldehyde), [NH4+].[Cl-] (NH4Cl). Run in C(C)O (ethanol). Reaction conditions: temperature 0 celsius, time 8 hour. The product is ClC=1N=C2SC(=NN2C1CO)COC ([6-chloro-2-(methoxymethyl)imidazo[2,1-b][1,3,4]thiadiazol-5-yl]methanol). Yield: 66.0%. Reaction SMILES: [Cl:1][C:2]1[N:3]=[C:4]2[N:8]([C:9]=1[CH:10]=[O:11])[N:7]=[C:6]([CH2:12][O:13][CH3:14])[S:5]2.[BH4-].[Na+].[NH4+].[Cl-]>C(O)C>[Cl:1][C:2]1[N:3]=[C:4]2[N:8]([C:9]=1[CH2:10][OH:11])[N:7]=[C:6]([CH2:12][O:13][CH3:14])[S:5]2 |f:1.2,3.4|. Procedure details: 6-chloro-2-(methoxymethyl)imidazo[2,1-b][1,3,4]thiadiazole-5-carbaldehyde a16 (2.97 g, 12.94 mmol, 1 eq) is dissolved in ethanol (80 ml), cooled at 0° C. and sodium borohydride (578 mg, 15.53 mmol, 1.2 eq) is added portionwise at 0° C. The reaction mixture is stirred overnight at room temperature, then cooled at 0° C. and a saturated NH4Cl aqueous solution (100 ml) is added. The organic solvent is evaporated under reduced pressure and the precipitate is filtered, dried under vacuum at 20° C. to ... Starting materials: [N+](=O)([O-])C=1C=C(C=CC1)O (3-nitrophenol), BrC(C(=O)OCC)(C)C (ethyl 2-bromo-2-methylpropanoate), C(=O)([O-])[O-].[K+].[K+] (K2CO3). Solvent: CN(C)C=O (DMF). Reaction conditions: time 16 hour. The product is CC(C(=O)OCC)(C)OC1=CC(=CC=C1)[N+](=O)[O-] (ethyl 2-methyl-2-(3-nitrophenoxy)propanoate). Yield: 49.1%. Reaction SMILES: [N+:1]([C:4]1[CH:5]=[C:6]([OH:10])[CH:7]=[CH:8][CH:9]=1)([O-:3])=[O:2].Br[C:12]([CH3:19])([CH3:18])[C:13]([O:15][CH2:16][CH3:17])=[O:14].C([O-])([O-])=O.[K+].[K+]>CN(C=O)C>[CH3:18][C:12]([O:10][C:6]1[CH:7]=[CH:8][CH:9]=[C:4]([N+:1]([O-:3])=[O:2])[CH:5]=1)([CH3:19])[C:13]([O:15][CH2:16][CH3:17])=[O:14] |f:2.3.4|. Procedure: To a solution of 3-nitrophenol (7.5 g, 53.9 mmol) and ethyl 2-bromo-2-methylpropanoate (12.62 g, 64.7 mmol) in DMF (25 ml) was added K2CO3 (14.90 g, 108 mmol). After stirring at rt for 16 hr, the reaction mixture was concentrated under vacuum. The residue was diluted with water and extracted with ethyl acetate (3×30 ml), the combined organic layer was washed with NaOH solution (10%, 75 mL), water (75 mL) and brine, dried over sodium sulphate and concentrated under vacuum to give the title produc... The reactants are ICCCN1C(=C(C=C1)C(=O)OC)CC(=O)OC (methyl N-(3-iodopropyl)-3-carbomethoxypyrrole-2-acetate), [H-].[Na+] (NaH), CN(C=O)C (dimethylformamide). The solvent is [Na+].[Cl-] (NaCl). Run at time 1 hour. The product is C=1(C=CN2C1C(CCC2)C(=O)OC)C(=O)OC (dimethyl 5,6,7,8-tetrahydropyrrolo[1,2-a]-pyridine-1,8-dicarboxylate). RXN SMILES: I[CH2:2][CH2:3][CH2:4][N:5]1[CH:9]=[CH:8][C:7]([C:10]([O:12][CH3:13])=[O:11])=[C:6]1[CH2:14][C:15]([O:17][CH3:18])=[O:16].[H-].[Na+].CN(C)C=O>[Na+].[Cl-]>[C:7]1([C:10]([O:12][CH3:13])=[O:11])[CH:8]=[CH:9][N:5]2[CH2:4][CH2:3][CH2:2][CH:14]([C:15]([O:17][CH3:18])=[O:16])[C:6]=12 |f:1.2,4.5|. Procedure details: A solution of 17 g. of methyl N-(3-iodopropyl)-3-carbomethoxypyrrole-2-acetate is added portionwise over an hour to a stirred suspension of 52.7 g. (99%) NaH in 300 ml. dry dimethylformamide at 0° C. and maintained in nitrogen. The temperature is allowed to reach 20° and stirring is continued for 1 hour. The reaction mixture is diluted with saturated NaCl and extracted with benzene 4 times. The combined extracts are washed with water, dried over sodium sulfate and evaporated to dryness in vacuo.... The reactants are C(=O)=O (dry ice), C1(=CC=CC=C1)N(C1=CC=CC=C1)C1=CC=C(C=C1)C1=CC=C(C2=NNN=C21)C2=CC=C(C=C2)N(C2=CC=CC=C2)C2=CC=CC=C2 (4,7-bis(4-(N,N-diphenylamino)phenyl)-2H-benzo[d][1,2,3]triazole), ClC1=CC(=NC2=CC=CC=C12)C1=CC=CC=C1 (4-chloro-2-phenylquinoline), [H-].[Na+] (NaH). Solvent: CN(C=O)C (dimethylformamide), ClC1=CC=CC=C1 (chlorobenzene). Run at temperature 50 celsius. Yields the product C1(=CC=CC=C1)N(C1=CC=CC=C1)C1=CC=C(C=C1)C1=CC=C(C2=NN(N=C21)C2=CC(=NC1=CC=CC=C21)C2=CC=CC=C2)C2=CC=C(C=C2)N(C2=CC=CC=C2)C2=CC=CC=C2 (4,7-bis(4-(N,N-diphenylamino)phenyl)-2-(2-phenylquinolin-4-yl)-2H-benzo[d][1,2,3]triazole). RXN SMILES: [C:1]1([N:7]([C:14]2[CH:19]=[CH:18][C:17]([C:20]3[C:28]4[C:24](=[N:25][NH:26][N:27]=4)[C:23]([C:29]4[CH:34]=[CH:33][C:32]([N:35]([C:42]5[CH:47]=[CH:46][CH:45]=[CH:44][CH:43]=5)[C:36]5[CH:41]=[CH:40][CH:39]=[CH:38][CH:37]=5)=[CH:31][CH:30]=4)=[CH:22][CH:21]=3)=[CH:16][CH:15]=2)[C:8]2[CH:13]=[CH:12][CH:11]=[CH:10][CH:9]=2)[CH:6]=[CH:5][CH:4]=[CH:3][CH:2]=1.Cl[C:49]1[C:58]2[C:53](=[CH:54][CH:55]=[CH:56][CH:57]=2)[N:52]=[C:51]([C:59]2[CH:64]=[CH:63][CH:62]=[CH:61][CH:60]=2)[CH:50]=1.[H-].[Na+].C(=O)=O>ClC1C=CC=CC=1.CN(C)C=O>[C:8]1([N:7]([C:14]2[CH:15]=[CH:16][C:17]([C:20]3[C:28]4[C:24](=[N:25][N:26]([C:49]5[C:58]6[C:53](=[CH:54][CH:55]=[CH:56][CH:57]=6)[N:52]=[C:51]([C:59]6[CH:64]=[CH:63][CH:62]=[CH:61][CH:60]=6)[CH:50]=5)[N:27]=4)[C:23]([C:29]4[CH:34]=[CH:33][C:32]([N:35]([C:36]5[CH:37]=[CH:38][CH:39]=[CH:40][CH:41]=5)[C:42]5[CH:43]=[CH:44][CH:45]=[CH:46][CH:47]=5)=[CH:31][CH:30]=4)=[CH:22][CH:21]=3)=[CH:18][CH:19]=2)[C:1]2[CH:2]=[CH:3][CH:4]=[CH:5][CH:6]=2)[CH:13]=[CH:12][CH:11]=[CH:10][CH:9]=1 |f:2.3|. Procedure details: A mixture of Intermediate D (605 mg, 1.0 mmol), 4-chloro-2-phenylquinoline (481 mg, 2.0 mmol), 60% NaH (80 mg, 2.0 mmol), and dimethylformamide (15 mL) was stirred under argon and heated at 50° C. for 3 hours. After cooling, the mixture was diluted with chlorobenzene (50 mL) and treated with a piece of dry ice to reduce the pH. The volatiles were removed under reduced pressure, and the residue was chromatographed using silica gel and hexane/dichloromethane (2:1) as an eluent to give 4,7-bis(4-(N... Reactants: C1(=CC=CC=C1)NS(=O)(=O)C (N-phenylmethanesulfonamide), C(=O)([O-])[O-].[K+].[K+] (K2CO3), C(C)Br (ethylbromide). Solvent: dimethylform-amide(DMF). Conditions: temperature 0 celsius, time 10 hour. The product is C(C)N(S(=O)(=O)C)C1=CC=CC=C1 (N-ethyl-N-phenylmethanesulfonamide). Yield: 89.8%. Reaction SMILES: [C:1]1([NH:7][S:8]([CH3:11])(=[O:10])=[O:9])[CH:6]=[CH:5][CH:4]=[CH:3][CH:2]=1.C([O-])([O-])=O.[K+].[K+].[CH2:18](Br)[CH3:19]>>[CH2:18]([N:7]([C:1]1[CH:2]=[CH:3][CH:4]=[CH:5][CH:6]=1)[S:8]([CH3:11])(=[O:10])=[O:9])[CH3:19] |f:1.2.3|. Procedure details: 16.7 g(100 mmol) of N-phenylmethanesulfonamide and 27.6 g (212 mmol) of K2CO3 were dissolved in 200 ml of dimethylform-amide(DMF) and the resulting solution was cooled to 0° C. 11.7 g(110 mmol) of ethylbromide was added dropwise thereto, which was stirred for over 10 hours at room temperature. DMF was distilled off under a reduced pressure and the residue was dissolved in dichloromethane. The resulting solution was washed with water and the organic layer was dried over anhydrous MgSO4. The organ... The reactants are [BH4-], COC(=O)C(C)(C)c1ccc(C(=O)CCCN2CCC(C(O)(c3ccc(C)cc3)c3ccc(C)cc3)CC2)cc1, CO, [Na+]. Yields the product COC(=O)C(C)(C)c1ccc(C(O)CCCN2CCC(C(O)(c3ccc(C)cc3)c3ccc(C)cc3)CC2)cc1. Reaction SMILES: [BH4-:41].[CH3:1][c:2]1[cH:3][cH:4][c:5]([C:8]([CH:9]2[CH2:10][CH2:11][N:12]([CH2:15][CH2:16][CH2:17][C:18](=[O:19])[c:20]3[cH:21][cH:22][c:23]([C:26]([C:27](=[O:28])[O:29][CH3:30])([CH3:31])[CH3:32])[cH:24][cH:25]3)[CH2:13][CH2:14]2)([OH:33])[c:34]2[cH:35][cH:36][c:37]([CH3:40])[cH:38][cH:39]2)[cH:6][cH:7]1.[CH3:43][OH:44].[Na+:42]>>[CH3:1][c:2]1[cH:3][cH:4][c:5]([C:8]([CH:9]2[CH2:10][CH2:11][N:12]([CH2:15][CH2:16][CH2:17][CH:18]([OH:19])[c:20]3[cH:21][cH:22][c:23]([C:26]([C:27](=[O:28])[O:29][CH3:30])([CH3:31])[CH3:32])[cH:24][cH:25]3)[CH2:13][CH2:14]2)([OH:33])[c:34]2[cH:35][cH:36][c:37]([CH3:40])[cH:38][cH:39]2)[cH:6][cH:7]1.